From a dataset of the Open Reaction Database (ORD), a public repository of structured organic reaction records. describe an organic reaction: reactants, conditions, products, and yield The yield is 41.8%. Reaction SMILES: [C:1]([C:5]1[N:10]=[C:9]([N:11]2[CH2:16][CH2:15][N:14]([CH2:17][C@@H:18]([CH3:21])[CH2:19][OH:20])[CH2:13][CH2:12]2)[CH:8]=[C:7]([CH:22]2[CH2:25][CH2:24][CH2:23]2)[N:6]=1)([CH3:4])([CH3:3])[CH3:2].[H-].[Na+].[Cl:28][C:29]1[N:34]=[CH:33][CH:32]=[CH:31][N:30]=1.Cl>CN(C)C=O.C(OC)(C)(C)C.O1CCOCC1.C(OCC)(=O)C.O>[ClH:28].[C:1]([C:5]1[N:6]=[C:7]([CH:22]2[CH2:25][CH2:24][CH2:23]2)[CH:8]=[C:9]([N:11]2[CH2:12][CH2:13][N:14]([CH2:17][C@@H:18]([CH3:21])[CH2:19][O:20][C:29]3[N:34]=[CH:33][CH:32]=[CH:31][N:30]=3)[CH2:15][CH2:16]2)[N:10]=1)([CH3:2])([CH3:3])[CH3:4] |f:1.2,10.11|. Starting materials: Cl (hydrochloric acid), ClC1=NC=CC=N1 (2-chloro-pyrimidine), C(C)(C)(C)C1=NC(=CC(=N1)N1CCN(CC1)C[C@H](CO)C)C1CCC1 ((R)-3-[4-(2-tert-butyl-6-cyclobutyl-pyrimidin-4-yl)-piperazin-1-yl]-2-methyl-propan-1-ol), [H-].[Na+] (sodium hydride). Solvent: O1CCOCC1 (dioxan), CN(C=O)C (dimethylformamide), C(C)(C)(C)OC (tert-butyl methylether), CN(C=O)C (dimethylformamide), C(C)(=O)OCC (ethyl acetate), O (water). Conditions: time 10 minute. Procedure details: 0.755 g of (R)-3-[4-(2-tert-butyl-6-cyclobutyl-pyrimidin-4-yl)-piperazin-1-yl]-2-methyl-propan-1-ol (2.18 mmol) were stirred in 7.6 ml of dimethylformamide under argon. 0.105 g of 60% sodium hydride (2.6 mmol) were added and stirred for 10 min. A solution of 0.275 g of 2-chloro-pyrimidine (2.4 mmol) in 2.4 ml of dimethylformamide was added. The reaction mixture was stirred for 16 h, followed by the addition of 30 ml of water and 40 ml of ethyl acetate. The organic layer was separated and the aqu... Product: Cl.C(C)(C)(C)C1=NC(=CC(=N1)C1CCC1)N1CCN(CC1)C[C@H](COC1=NC=CC=N1)C ((R)-2-tert-Butyl-4-cyclobutyl-6-{4-[2-methyl-3-(pyrimidin-2-yloxy)-propyl]-piperazin-1-yl}-pyrimidine hydrochloride). The reactants are CC(C)(C)OC(=O)CBr, C1CCOC1, COc1ccc(CNC(=O)C2OC2C)cc1, [H-], [Na+]. The product is COc1ccc(CN(CC(=O)OC(C)(C)C)C(=O)C2OC2C)cc1. As a reaction SMILES: [C:19]([CH3:20])([CH3:21])([CH3:22])[O:23][C:24]([CH2:25][Br:26])=[O:27].[CH2:28]1[O:29][CH2:30][CH2:31][CH2:32]1.[CH3:1][O:2][c:3]1[cH:4][cH:5][c:6]([CH2:7][NH:8][C:9]([CH:10]2[CH:11]([CH3:12])[O:13]2)=[O:14])[cH:15][cH:16]1.[H-:17].[Na+:18]>>[CH3:1][O:2][c:3]1[cH:4][cH:5][c:6]([CH2:7][N:8]([C:9]([CH:10]2[CH:11]([CH3:12])[O:13]2)=[O:14])[CH2:25][C:24]([O:23][C:19]([CH3:20])([CH3:21])[CH3:22])=[O:27])[cH:15][cH:16]1. The reactants are C(C)(C)(C)OC(NCC(=O)F)=O (Fluorocarbonylmethyl-carbamic Acid tert-butyl Ester), C([O-])(O)=O.[Na+] (sodium bicarbonate), Cl.NCCS (2-aminoethanethiol hydrochloride). Solvent: C(Cl)Cl (CH2Cl2), O (water). Reaction conditions: time 25 minute. Product: 24a, C(C)(C)(C)OC(NCC(NCCS)=O)=O ([(2-mercapto-ethylcarbamoyl)-methyl]carbamic Acid tert-butyl Ester). As a reaction SMILES: C(=O)(O)[O-].[Na+].Cl.[NH2:7][CH2:8][CH2:9][SH:10].[C:11]([O:15][C:16](=[O:22])[NH:17][CH2:18][C:19](F)=[O:20])([CH3:14])([CH3:13])[CH3:12]>O.C(Cl)Cl>[C:11]([O:15][C:16](=[O:22])[NH:17][CH2:18][C:19](=[O:20])[NH:7][CH2:8][CH2:9][SH:10])([CH3:14])([CH3:12])[CH3:13] |f:0.1,2.3|. Reported procedure: To a 50 mL round-bottom flask charged with a solution of sodium bicarbonate (141 mg, 1.68 mmol) in 8.2 mL water was added 2-aminoethanethiol hydrochloride (102.5 mg, 0.90 mmol). To this stirring solution was added dropwise over 60 seconds a solution of 25a (145.6 mg, 0.82 mmol) in 8.2 mL CH2Cl2. The reaction was vigorously stirred for 25 minutes at room temperature, then extracted twice with fresh CH2Cl2. The combined CH2Cl2 extracts were washed once with 5% aqueous HCl, once with 10% aqueous so...